This data is from the Open Reaction Database (ORD), a public repository of structured organic reaction records. The task is: describe an organic reaction: reactants, conditions, products, and yield The reactants are BrC1=CC=C(C(=S)N)C=C1 (4-bromothiobenzamide), BrC(CC(=O)OCC)C=O (ethyl 3-bromo-4-oxobutyrate). Solvent: C(C)O (ethanol). Yields the product C(C)OC(CC1=CN=C(S1)C1=CC=C(C=C1)Br)=O (2-(4-bromophenyl)thiazol-5-ylacetic acid ethyl ester). RXN SMILES: [Br:1][C:2]1[CH:10]=[CH:9][C:5]([C:6]([NH2:8])=[S:7])=[CH:4][CH:3]=1.Br[CH:12]([CH:19]=O)[CH2:13][C:14]([O:16][CH2:17][CH3:18])=[O:15]>C(O)C>[CH2:17]([O:16][C:14](=[O:15])[CH2:13][C:12]1[S:7][C:6]([C:5]2[CH:9]=[CH:10][C:2]([Br:1])=[CH:3][CH:4]=2)=[N:8][CH:19]=1)[CH3:18]. Procedure: A mixture of 4-bromothiobenzamide (2.16 g., 0.01 mole) and ethyl 3-bromo-4-oxobutyrate (3.2 g., 0.015 mole) in ethanol (50 ml.) is heated at reflux for 6 hours. On cooling and partial evaporation there is obtained 2-(4-bromophenyl)thiazol-5-ylacetic acid ethyl ester. Reaction of this product with ammonia according to the procedure of Example 3 gives 2-(4-bromophenyl)thiazol-5-ylacetamide, which on reaction with diethyl oxalate and base in dimethylformamide, according to the general procedure of ... Reactants: CC(C)CCCCCOC(=O)CS, Cl, [Na+], [Na+], [Na+], O=[Sb]([O-])([O-])[O-], [Sb]. The product is CC(C)CCCCCOC(=O)CS, [Sb+5]. As a reaction SMILES: [C:10]([CH2:11][SH:12])(=[O:13])[O:14][CH2:15][CH2:16][CH2:17][CH2:18][CH2:19][CH:20]([CH3:21])[CH3:22].[ClH:23].[Na+:6].[Na+:7].[Na+:8].[Sb:1](=[O:2])([O-:3])([O-:4])[O-:5].[Sb:9]>>[C:10]([CH2:11][SH:12])(=[O:13])[O:14][CH2:15][CH2:16][CH2:17][CH2:18][CH2:19][CH:20]([CH3:21])[CH3:22].[Sb+5:1]. Reactants: O1C(CCCC1)OCCC#CCCCCCCCCF (12-fluoro-3-dodecyn-1-yl tetrahydropyranyl ether), [Na] (sodium), N (ammonia), [Na] (sodium), N (ammonia), [Cl-].[NH4+] (ammonium chloride). Solvent: O1CCCC1 (tetrahydrofuran). Yields the product FCCCCCCCC/C=C/CCO (12-fluoro-(E)-3-dodecen-1-ol). Reaction SMILES: O1CCCCC1[O:7][CH2:8][CH2:9][C:10]#[C:11][CH2:12][CH2:13][CH2:14][CH2:15][CH2:16][CH2:17][CH2:18][CH2:19][F:20].[Na].N.[Cl-].[NH4+]>O1CCCC1>[F:20][CH2:19][CH2:18][CH2:17][CH2:16][CH2:15][CH2:14][CH2:13][CH2:12]/[CH:11]=[CH:10]/[CH2:9][CH2:8][OH:7] |f:3.4,^1:20|. Reported procedure: A solution of 12-fluoro-3-dodecyn-1-yl tetrahydropyranyl ether (1.42 g, 5 mmol) in dry tetrahydrofuran (50 ml.) is added slowly to a solution of sodium (920 mg., 40 mmol) in liquid ammonia (300 ml), the colour changing from blue through violet and red to a dull orange. More sodium (1.84 g, 80 mmol) is then added, the mixture becoming green then blue. The volume is increased to 500 ml. with liquid ammonia and the mixture stirred for two hours, after which dry ammonium chloride is added slowly unt... Starting materials: Cn1cnc(S(=O)(=O)Cl)c1, CC#N, CC1(C)CNC(=O)c2cc(NCc3ccc(Cl)cc3)ccc21, c1ccncc1. Yields the product Cn1cnc(S(=O)(=O)N(Cc2ccc(Cl)cc2)c2ccc3c(c2)C(=O)NCC3(C)C)c1. RXN SMILES: [CH3:29][n:30]1[cH:31][n:32][c:33]([S:35](=[O:36])(=[O:37])[Cl:38])[cH:34]1.[CH3:39][C:40]#[N:41].[Cl:1][c:2]1[cH:3][cH:4][c:5]([CH2:6][NH:7][c:8]2[cH:9][cH:10][c:11]3[c:16]([cH:17]2)[C:15](=[O:18])[NH:14][CH2:13][C:12]3([CH3:19])[CH3:20])[cH:21][cH:22]1.[cH:23]1[cH:24][cH:25][n:26][cH:27][cH:28]1>>[Cl:1][c:2]1[cH:3][cH:4][c:5]([CH2:6][N:7]([c:8]2[cH:9][cH:10][c:11]3[c:16]([cH:17]2)[C:15](=[O:18])[NH:14][CH2:13][C:12]3([CH3:19])[CH3:20])[S:35]([c:33]2[n:32][cH:31][n:30]([CH3:29])[cH:34]2)(=[O:36])=[O:37])[cH:21][cH:22]1. Reactants: OC1CCNCC1 (4-hydroxypiperidine), [OH-].[Na+] (sodium hydroxide), ClC1=NC(=NC(=N1)NC1=CC(=C(C=C1)OC)Cl)NC1CCCCCC1 (6-Chloro-N-(3-chloro-4-methoxy-phenyl)-N′-cycloheptyl-[1,3,5]triazine-2,4-diamine). Run in C1=CC=CC=C1 (benzene). Conditions: temperature 25 celsius. Product: ClC=1C=C(C=CC1OC)NC1=NC(=NC(=N1)NC1CCCCCC1)N1CCC(CC1)O (1-[4-(3-chloro-4-methoxy-phenylamino)-6-cycloheptylamino-[1,3,5]triazine-2-yl]-piperidin-4-ol), solid. Yield: 58.0%. As a reaction SMILES: [OH:1][CH:2]1[CH2:7][CH2:6][NH:5][CH2:4][CH2:3]1.[OH-].[Na+].Cl[C:11]1[N:16]=[C:15]([NH:17][C:18]2[CH:23]=[CH:22][C:21]([O:24][CH3:25])=[C:20]([Cl:26])[CH:19]=2)[N:14]=[C:13]([NH:27][CH:28]2[CH2:34][CH2:33][CH2:32][CH2:31][CH2:30][CH2:29]2)[N:12]=1>C1C=CC=CC=1>[Cl:26][C:20]1[CH:19]=[C:18]([NH:17][C:15]2[N:14]=[C:13]([NH:27][CH:28]3[CH2:29][CH2:30][CH2:31][CH2:32][CH2:33][CH2:34]3)[N:12]=[C:11]([N:5]3[CH2:6][CH2:7][CH:2]([OH:1])[CH2:3][CH2:4]3)[N:16]=2)[CH:23]=[CH:22][C:21]=1[O:24][CH3:25] |f:1.2|. Procedure details: A mixture of 4-hydroxypiperidine (0.198 g, 1.96 mmol) and sodium hydroxide (79 mg, 1.96 mmol) in benzene (10 mL) was heated to reflux for 2 hours with stirring under nitrogen atmosphere and then cooled to 25° C. followed by the addition of compound 133 (0.25 g, 0.65 mmol) at same temperature. The mixture was heated to reflux for 6 hours, concentrated under vacuum and diluted with water (10 mL). The precipitated solid was filtered off and purified by column chromatography (1–2% MeOH—CHCl3) to aff... Starting materials: NC=1C(=NC=C(C1)C(F)(F)F)S (3-amino-5-trifluoromethylpyridin-2-thiol), ClC=1C(=NC=CC1)C(=O)O (3-chloropyridin-2-carboxylic acid), CCN=C=NCCCN(C)C (WSC), C=1C=CC2=C(C1)N=NN2O (HOBt). The solvent is N1=CC=CC=C1 (pyridine), O (water). Run at time 12 hour. Product: SC1=NC=C(C=C1NC(=O)C1=NC=CC=C1Cl)C(F)(F)F (3-chloropyridin-2-carboxylic acid (2-mercapto-5-trifluoromethylpyridin-3-yl)-amide). Yield: 58.2%. RXN SMILES: [NH2:1][C:2]1[C:3]([SH:12])=[N:4][CH:5]=[C:6]([C:8]([F:11])([F:10])[F:9])[CH:7]=1.[Cl:13][C:14]1[C:15]([C:20](O)=[O:21])=[N:16][CH:17]=[CH:18][CH:19]=1.CCN=C=NCCCN(C)C.C1C=CC2N(O)N=NC=2C=1>O.N1C=CC=CC=1>[SH:12][C:3]1[C:2]([NH:1][C:20]([C:15]2[C:14]([Cl:13])=[CH:19][CH:18]=[CH:17][N:16]=2)=[O:21])=[CH:7][C:6]([C:8]([F:9])([F:11])[F:10])=[CH:5][N:4]=1. Procedure: A mixture of 3-amino-5-trifluoromethylpyridin-2-thiol (0.45 g), 3-chloropyridin-2-carboxylic acid (0.39 g), WSC (0.67 g), HOBt (31 mg) and pyridine (4 ml) was stirred at room temperature for 12 hours. To the reaction mixture was added water, and the mixture was filtered to collect a solid. The resulting solid was washed with water, followed by n-hexane, and dried to give 3-chloropyridin-2-carboxylic acid (2-mercapto-5-trifluoromethylpyridin-3-yl)-amide (0.45 g), which is hereinafter referred to ...